Dataset: the Open Reaction Database (ORD), a public repository of structured organic reaction records. Task: describe an organic reaction: reactants, conditions, products, and yield The reactants are CC[C@H]([C@@H]1[C@H](C[C@@](O1)(CC)[C@H]2CC[C@@]([C@@H](O2)C)(CC)O)C)C(=O)[C@@H](C)[C@H]([C@H](C)CCC3=C(C(=C(C=C3)C)O)C(=O)O)O (X-537A), Cl.NO (hydroxylamine hydrochloride). The solvent is C(C)O (ethanol). Product: O[NH3+].CC1=C(C(C(=O)[O-])=C(C=C1)CCC(C(C(C(C(C1OC(CC1C)(C1OC(C(CC1)(O)CC)C)CC)CC)=NO)C)O)C)O ((-)-3-methyl-6-{7-ethyl-4-hydroxy-6-hydroxyimino-3,5-dimethyl-7-[5-ethyl-3-methyl-5-(5-ethyl-5-hydroxy-6-methyl-2-tetrahydro-pyranyl)-2-tetrahydrofuryl]heptyl} salicylic acid, hydroxylammonium salt). As a reaction SMILES: [CH3:1][CH2:2][C@@H:3]([C:22]([C@H:24]([C@@H:26]([OH:42])[C@@H:27]([CH2:29][CH2:30][C:31]1[CH:36]=[CH:35][C:34]([CH3:37])=[C:33]([OH:38])[C:32]=1[C:39]([OH:41])=[O:40])[CH3:28])[CH3:25])=O)[C@H:4]1[O:8][C@@:7]([C@@H:11]2[O:16][C@@H:15]([CH3:17])[C@@:14]([OH:20])([CH2:18][CH3:19])[CH2:13][CH2:12]2)([CH2:9][CH3:10])[CH2:6][C@@H:5]1[CH3:21].Cl.[NH2:44][OH:45]>C(O)C>[OH:45][NH3+:44].[CH3:37][C:34]1[CH:35]=[CH:36][C:31]([CH2:30][CH2:29][CH:27]([CH3:28])[CH:26]([OH:42])[CH:24]([CH3:25])[C:22](=[N:44][OH:45])[CH:3]([CH2:2][CH3:1])[CH:4]2[CH:5]([CH3:21])[CH2:6][C:7]([CH2:9][CH3:10])([CH:11]3[CH2:12][CH2:13][C:14]([CH2:18][CH3:19])([OH:20])[CH:15]([CH3:17])[O:16]3)[O:8]2)=[C:32]([C:39]([O-:41])=[O:40])[C:33]=1[OH:38] |f:1.2,4.5|. Reported procedure: A mixture of 10 g of crystalline antibiotic X-537A and 5 g of hydroxylamine hydrochloride in 50 ml ethanol containing 5 ml pyridine was heated under reflux for 60 hours. The solution was evaporated to dryness and 5 ml water added. The solid product was triturated and filtered, then recrystallized from aqueous ethanol to give (-)-3-methyl-6-{7-ethyl-4-hydroxy-6-hydroxyimino-3,5-dimethyl-7-[5-ethyl-3-methyl-5-(5-ethyl-5-hydroxy-6-methyl-2-tetrahydro-pyranyl)-2-tetrahydrofuryl]heptyl} salicylic aci... Starting materials: CC1=C(C(=NN1C1=CC(=CC=C1)C(F)(F)F)C=1C=NC=NC1)C(=O)O (5-methyl-3-pyrimidin-5-yl-1-(3-trifluoromethyl-phenyl)-1H-pyrazole-4-carboxylic acid), BrC1=C(C=C(C=C1)N1N=C(C(=C1C)C(=O)O)C=1C=NC=NC1)C(F)(F)F (1-(4-bromo-3-trifluoromethyl-phenyl)-5-methyl-3-pyrimidin-5-yl-1H-pyrazole-4-carboxylic acid), Cl.Cl.N1CCC(CC1)N1[C@@H](CCC1)CO (((S)-1-piperidin-4-yl-pyrrolidin-2-yl)-methanoldihydrochloride). Product: OC[C@H]1N(CCC1)C1CCN(CC1)C(=O)C=1C(=NN(C1C)C1=CC(=CC=C1)C(F)(F)F)C=1C=NC=NC1 ([4-((S)-2-Hydroxymethyl-pyrrolidin-1-yl)-piperidin-1-yl]-[5-methyl-3-pyrimidin-5-yl-1-(3-trifluoromethyl-phenyl)-1H-pyrazol-4-yl]-methanone). Reaction SMILES: [CH3:1][C:2]1[N:6]([C:7]2[CH:12]=[CH:11][CH:10]=[C:9]([C:13]([F:16])([F:15])[F:14])[CH:8]=2)[N:5]=[C:4]([C:17]2[CH:18]=[N:19][CH:20]=[N:21][CH:22]=2)[C:3]=1[C:23](O)=[O:24].BrC1C=CC(N2C(C)=C(C(O)=O)C(C3C=NC=NC=3)=N2)=CC=1C(F)(F)F.Cl.Cl.[NH:54]1[CH2:59][CH2:58][CH:57]([N:60]2[CH2:64][CH2:63][CH2:62][C@H:61]2[CH2:65][OH:66])[CH2:56][CH2:55]1>>[OH:66][CH2:65][C@@H:61]1[CH2:62][CH2:63][CH2:64][N:60]1[CH:57]1[CH2:58][CH2:59][N:54]([C:23]([C:3]2[C:4]([C:17]3[CH:22]=[N:21][CH:20]=[N:19][CH:18]=3)=[N:5][N:6]([C:7]3[CH:12]=[CH:11][CH:10]=[C:9]([C:13]([F:16])([F:14])[F:15])[CH:8]=3)[C:2]=2[CH3:1])=[O:24])[CH2:55][CH2:56]1 |f:2.3.4|. Procedure details: In analogy to the procedure described in Example 160E], a mixture of 5-methyl-3-pyrimidin-5-yl-1-(3-trifluoromethyl-phenyl)-1H-pyrazole-4-carboxylic acid and 1-(4-bromo-3-trifluoromethyl-phenyl)-5-methyl-3-pyrimidin-5-yl-1H-pyrazole-4-carboxylic acid (example 173D]) and ((S)-1-piperidin-4-yl-pyrrolidin-2-yl)-methanoldihydrochloride (Example 161A]) gave a mixture of the title compound and example 176. Purification by reversed phase HPLC (MeCN:H2O) afforded [1-(4-bromo-3-trifluoromethyl-phenyl)-5-... Reactants: BrC1=CC2=C(C(OC2)=O)C(=C1)F (5-bromo-7-fluoro-2-benzofuran-1 (3H)-one), C(C=C)[Sn](CCCC)(CCCC)CCCC (allyl tri-n-butyltin), palladium tetrakis triphenylphosphine, [Cl-].[Li+] (lithium chloride). The solvent is C1(=CC=CC=C1)C (toluene). Yields the product C(C=C)C1=CC2=C(C(OC2)=O)C(=C1)F (5-allyl-7-fluoro-2-benzofuran-1(3H)-one). Reaction SMILES: Br[C:2]1[CH:11]=[C:10]([F:12])[C:5]2[C:6](=[O:9])[O:7][CH2:8][C:4]=2[CH:3]=1.[CH2:13]([Sn](CCCC)(CCCC)CCCC)[CH:14]=[CH2:15].[Cl-].[Li+]>C1(C)C=CC=CC=1>[CH2:15]([C:2]1[CH:11]=[C:10]([F:12])[C:5]2[C:6](=[O:9])[O:7][CH2:8][C:4]=2[CH:3]=1)[CH:14]=[CH2:13] |f:2.3|. Procedure: To a flask charged with 5-bromo-7-fluoro-2-benzofuran-1 (3H)-one (300 mg, 1.3 mmol) and a stir bar was added allyl tri-n-butyltin (0.6 mL, 2.0 mmol), palladium tetrakis triphenylphosphine (230 mg, 0.19 mmol), lithium chloride (170 mg, 3.9 mmol), and toluene (5 mL). The mixture was purged three times with nitrogen, and heated to reflux for 4 hours. LC showed formation of the desired product, which was purified by silica gel chromatography to deliver 5-allyl-7-fluoro-2-benzofuran-1(3H)-one. LC-MS ... Reactants: [N+](=O)([O-])C1=CC=C(CN2CN(C3(C2=O)CCN(CC3)C(=O)OC(C)(C)C)C3=CC=CC=C3)C=C1 (tert-Butyl 3-(4-nitrobenzyl)-4-oxo-1-phenyl-1,3,8-triazaspiro[4.5]decane-8-carboxylate). Reagents/catalysts: [Pd] (palladium on carbon). Solvent: C(C)(=O)OCC (ethyl acetate). The product is NC1=CC=C(CN2CN(C3(C2=O)CCN(CC3)C(=O)OC(C)(C)C)C3=CC=CC=C3)C=C1 (tert-butyl 3-(4-aminobenzyl)-4-oxo-1-phenyl-1,3,8-triazaspiro[4.5]decane-8-carboxylate). Yield: 99.9%. Reaction SMILES: [N+:1]([C:4]1[CH:34]=[CH:33][C:7]([CH2:8][N:9]2[C:13](=[O:14])[C:12]3([CH2:19][CH2:18][N:17]([C:20]([O:22][C:23]([CH3:26])([CH3:25])[CH3:24])=[O:21])[CH2:16][CH2:15]3)[N:11]([C:27]3[CH:32]=[CH:31][CH:30]=[CH:29][CH:28]=3)[CH2:10]2)=[CH:6][CH:5]=1)([O-])=O>[Pd].C(OCC)(=O)C>[NH2:1][C:4]1[CH:5]=[CH:6][C:7]([CH2:8][N:9]2[C:13](=[O:14])[C:12]3([CH2:19][CH2:18][N:17]([C:20]([O:22][C:23]([CH3:26])([CH3:25])[CH3:24])=[O:21])[CH2:16][CH2:15]3)[N:11]([C:27]3[CH:28]=[CH:29][CH:30]=[CH:31][CH:32]=3)[CH2:10]2)=[CH:33][CH:34]=1. Reported procedure: tert-Butyl 3-(4-nitrobenzyl)-4-oxo-1-phenyl-1,3,8-triazaspiro[4.5]decane-8-carboxylate (2.59 g, 5.55 mmol) and palladium on carbon (10 wt. %, wet, Degussa type E101 NE/W) (0.52 g) in ethyl acetate (30 mL) was stirred at room temperature under hydrogen (balloon) for 3 hours. The catalyst was removed by filtration and the filtrate evaporated and dried under vacuum to give product as an oil (2.42 g, quant.); 1H NMR (DMSO-d6); δ1.45 (s, 9H); 1.57 (d, J=14 Hz, 2H); 2.39 (m, 2H); 3.45 (m, 2H); 3.88 (m... Starting materials: CCOC(=O)CBr, O=C([O-])[O-], COc1ccc(N)c(NC2COC(C)(C)OC2)n1, ClCCl, [K+], [K+], CN(C)C=O. The product is CCOC(=O)CNc1ccc(OC)nc1NC1COC(C)(C)OC1. RXN SMILES: [Br:25][CH2:26][C:27](=[O:28])[O:29][CH2:30][CH3:31].[C:19](=[O:20])([O-:21])[O-:22].[CH3:1][C:2]1([CH3:18])[O:3][CH2:4][CH:5]([NH:8][c:9]2[n:10][c:11]([O:16][CH3:17])[cH:12][cH:13][c:14]2[NH2:15])[CH2:6][O:7]1.[Cl:32][CH2:33][Cl:34].[K+:23].[K+:24].[O:35]=[CH:36][N:37]([CH3:38])[CH3:39]>>[CH3:1][C:2]1([CH3:18])[O:3][CH2:4][CH:5]([NH:8][c:9]2[n:10][c:11]([O:16][CH3:17])[cH:12][cH:13][c:14]2[NH:15][CH2:26][C:27](=[O:28])[O:29][CH2:30][CH3:31])[CH2:6][O:7]1. Starting materials: ClC1=C(C=CC(=C1)Cl)C=1C(=CC=2N(C1)C=CN2)C#N (6-(2,4-dichloro-phenyl)-imidazo[1,2-a]pyridine-7-carbonitrile), B.C1CCOC1 (BH3.THF), CO (MeOH), 15. Run in C1CCOC1 (THF). Run at temperature 40 celsius, time 30 minute. Product: ClC1=C(C=CC(=C1)Cl)C=1C(=CC=2N(C1)C=CN2)CN (C-[6-(2,4-dichloro-phenyl)-imidazo[1,2-a]pyridin-7-yl]-methylamine). Isolated yield 102.4%. RXN SMILES: [Cl:1][C:2]1[CH:7]=[C:6]([Cl:8])[CH:5]=[CH:4][C:3]=1[C:9]1[C:10]([C:18]#[N:19])=[CH:11][C:12]2[N:13]([CH:15]=[CH:16][N:17]=2)[CH:14]=1.B.C1COCC1.CO>C1COCC1>[Cl:1][C:2]1[CH:7]=[C:6]([Cl:8])[CH:5]=[CH:4][C:3]=1[C:9]1[C:10]([CH2:18][NH2:19])=[CH:11][C:12]2[N:13]([CH:15]=[CH:16][N:17]=2)[CH:14]=1 |f:1.2|. Reported procedure: In a sealed flask, a solution of 6-(2,4-dichloro-phenyl)-imidazo[1,2-a]pyridine-7-carbonitrile (750 mg, 2.6 mmol) in THF (20 mL) was cautiously added to well stirred BH3.THF complex (1.0 M solution in THF, 13 mL, 13.0 mmol) at 0° C. The reaction mixture was heated at 40° C. for 1 h and cooled to RT. MeOH (large excess) and Amberlyst 15 (35 g) were successively added and the resulting mixture was shaken at RT for 30 min. The resin was filtered, washed with MeOH (500 mL), and the desired compound ... The reactants are C1(CCCC1)OC1=C(C(=O)O)C=C(C=C1)S(=O)(=O)C (2-cyclopentyloxy-5-methanesulfonyl-benzoic acid), CS(=O)(=O)C1=CC=C(C=C1)C=1CCNCC1 (4-(4-Methanesulfonyl-phenyl)-1,2,3,6-tetrahydro-pyridine). The product is C1(CCCC1)OC1=C(C=C(C=C1)S(=O)(=O)C)C(=O)N1CCC(=CC1)C1=CC=C(C=C1)S(=O)(=O)C ((2-Cyclopentyloxy-5-methanesulfonyl-phenyl)-[4-(4-methanesulfonyl-phenyl)-3,6-dihydro-2H-pyridin-1-yl]-methanone). Reaction SMILES: [CH:1]1([O:6][C:7]2[CH:15]=[CH:14][C:13]([S:16]([CH3:19])(=[O:18])=[O:17])=[CH:12][C:8]=2[C:9]([OH:11])=O)[CH2:5][CH2:4][CH2:3][CH2:2]1.[CH3:20][S:21]([C:24]1[CH:29]=[CH:28][C:27]([C:30]2[CH2:31][CH2:32][NH:33][CH2:34][CH:35]=2)=[CH:26][CH:25]=1)(=[O:23])=[O:22]>>[CH:1]1([O:6][C:7]2[CH:15]=[CH:14][C:13]([S:16]([CH3:19])(=[O:18])=[O:17])=[CH:12][C:8]=2[C:9]([N:33]2[CH2:32][CH:31]=[C:30]([C:27]3[CH:28]=[CH:29][C:24]([S:21]([CH3:20])(=[O:23])=[O:22])=[CH:25][CH:26]=3)[CH2:35][CH2:34]2)=[O:11])[CH2:2][CH2:3][CH2:4][CH2:5]1. Procedure details: According to the procedure described for the synthesis of example 4, step f, the title compound has been synthesized from 2-cyclopentyloxy-5-methanesulfonyl-benzoic acid and 4-(4-Methanesulfonyl-phenyl)-1,2,3,6-tetrahydro-pyridine. MS (m/e): 503.9 (M+, 100%) Reactants: C(CC(O)(C(=O)[O-])CC(=O)[O-])(=O)[O-] (citrate), NC1=NC(=C2N=CNC2=N1)OC1CCC1 (2-amino-6-(cyclobutoxy)-9H-purine), N(=[N+]=[N-])[C@H]1C[C@@H](O[C@@H]1CO)N1C(=O)NC(=O)C(C)=C1 (3'-azido-3'-deoxythymidine). Run at temperature 50 celsius. Product: NC1=NC(=C2N=CN(C2=N1)[C@H]1C[C@@H]([C@H](O1)CO)N=[N+]=[N-])OC1CCC1 (2-Amino-9-(3-azido-2,3-dideoxy-β-D-erythro-pentofuranosyl)-6-(cyclobutoxy)-9H-purine). Isolated yield 32.0%. As a reaction SMILES: C([O-])(=O)CC(CC([O-])=O)(C([O-])=O)O.[NH2:14][C:15]1[N:23]=[C:22]2[C:18]([N:19]=[CH:20][NH:21]2)=[C:17]([O:24][CH:25]2[CH2:28][CH2:27][CH2:26]2)[N:16]=1.[N:29]([C@@H:32]1[C@@H:36]([CH2:37][OH:38])[O:35][C@@H:34](N2C=C(C)C(=O)NC2=O)[CH2:33]1)=[N+:30]=[N-:31]>>[NH2:14][C:15]1[N:23]=[C:22]2[C:18]([N:19]=[CH:20][N:21]2[C@@H:34]2[O:35][C@H:36]([CH2:37][OH:38])[C@@H:32]([N:29]=[N+:30]=[N-:31])[CH2:33]2)=[C:17]([O:24][CH:25]2[CH2:28][CH2:27][CH2:26]2)[N:16]=1. Procedure details: To 800 mL of an aqueous pH 6.0, 50 mM citrate buffer, prepared as described in Example 2c, was added 2-amino-6-(cyclobutoxy)-9H-purine (0.164 g, 0.8 mmol) and 3'-azido-3'-deoxythymidine (1.069 g, 4.0 mmol). Solution was achieved by heating the mixture at 50° C. with sonication. A sample was removed as a control. A 40 mL solution of trans-N-deoxyribosylase with an activity of 1500 units/mL was added. The reaction was heated at 50° C. Five days later 0.164 g, 0.8 mmol, of 2-amino-6-cyclobutoxypuri... The reactants are C1NC(CC2=CC=CC=C12)C(=O)O (tetrahydroisoquinoline 3-carboxylic acid), CO (methanol), S(=O)(Cl)Cl (thionyl chloride). Run at time 10 minute. Yields the product Cl.C1N[C@@H](CC2=CC=CC=C12)C(=O)OC ((3S)-methyl 1,2,3,4-tetrahydroisoquinoline-3-carboxylate hydrochloride). RXN SMILES: [CH2:1]1[C:10]2[C:5](=[CH:6][CH:7]=[CH:8][CH:9]=2)[CH2:4][CH:3]([C:11]([OH:13])=[O:12])[NH:2]1.S(Cl)([Cl:16])=O.[CH3:18]O>>[ClH:16].[CH2:1]1[C:10]2[C:5](=[CH:6][CH:7]=[CH:8][CH:9]=2)[CH2:4][C@@H:3]([C:11]([O:13][CH3:18])=[O:12])[NH:2]1 |f:3.4|. Procedure: In succession 5 g of tetrahydroisoquinoline 3-carboxylic acid and 30 ml of methanol are introduced into a three-necked flask. 6 g of thionyl chloride are added to this suspension by pouring carefully, taking care that the temperature does not exceed 0, +5°. The addition takes approximately 10 minutes. After the addition is completed, stirring is continued for 2 hours at room temperature, and then the mixture is heated to reflux for 11/2 hours. Once the mixture has dissolved completely, heating i... Reactants: COC(C(N(C)S(=O)(=O)NC(=O)OCC1=CC=CC=C1)CCC(C)(Cl)C)=O (N-(carbobenzyloxyaminosulfonyl)-2-(3-methyl-3-chlorobutyl)-sarcosine methyl ester). The reagents and catalysts are [Pd] (Pd/C). The solvent is CO (methanol). Conditions: time 4 hour. The product is COC(C(N(C)S(=O)(=O)N)CCC(C)(Cl)C)=O (N-(aminosulfonyl)-2-(3-methyl-3-chlorobutyl)-sarcosine methyl ester). Yield: 94.9%. Reaction SMILES: [CH3:1][O:2][C:3](=[O:27])[CH:4]([CH2:21][CH2:22][C:23]([CH3:26])([Cl:25])[CH3:24])[N:5]([S:7]([NH:10]C(OCC1C=CC=CC=1)=O)(=[O:9])=[O:8])[CH3:6]>CO.[Pd]>[CH3:1][O:2][C:3](=[O:27])[CH:4]([CH2:21][CH2:22][C:23]([CH3:24])([Cl:25])[CH3:26])[N:5]([S:7]([NH2:10])(=[O:8])=[O:9])[CH3:6]. Procedure details: A solution of N-(carbobenzyloxyaminosulfonyl)-2-(3-methyl-3-chlorobutyl)-sarcosine methyl ester (23.61 g, 55.96 mmol) in 200 ml of methanol under nitrogen was cooled to 0° C. and 1.0 g of 10% Pd/C was added. The mixture was placed into a Parr Apparatus and hydrogenated at 50 psi for 4 hours. The catalyst was removed on a pad of CELITE® and the filtrate was concentrated in vacuo to afford 15.23 g (94.9%) of N-(aminosulfonyl)-2-(3-methyl-3-chlorobutyl)-sarcosine methyl ester (Formula VII: R=CH3 ; ...